From a dataset of the Open Reaction Database (ORD), a public repository of structured organic reaction records. describe an organic reaction: reactants, conditions, products, and yield Reactants: CN(C=C(C(=O)C1=CC=CC=C1)C1=CC=C(C=C1)OC)C (3-(dimethylamino)-2-(4-methoxyphenyl)-1-phenyl-2-propene-1-one), Cl.N(N)CC(=O)OCC (ethyl hydrazinoacetate hydrochloride). Run in CO (methanol). The product is COC1=CC=C(C=C1)C=1C=NN(C1C1=CC=CC=C1)CC(=O)OCC (Ethyl 4-(4-methoxyphenyl)-5-phenyl-1H-pyrazole-1-acetate). RXN SMILES: C[N:2](C)[CH:3]=[C:4]([C:13]1[CH:18]=[CH:17][C:16]([O:19][CH3:20])=[CH:15][CH:14]=1)[C:5]([C:7]1[CH:12]=[CH:11][CH:10]=[CH:9][CH:8]=1)=O.Cl.[NH:23]([CH2:25][C:26]([O:28][CH2:29][CH3:30])=[O:27])N>CO>[CH3:20][O:19][C:16]1[CH:17]=[CH:18][C:13]([C:4]2[CH:3]=[N:2][N:23]([CH2:25][C:26]([O:28][CH2:29][CH3:30])=[O:27])[C:5]=2[C:7]2[CH:12]=[CH:11][CH:10]=[CH:9][CH:8]=2)=[CH:14][CH:15]=1 |f:1.2|. Reported procedure: Following the procedure of example 1B 11 g (0.39 mol) of 3-(dimethylamino)-2-(4-methoxyphenyl)-1-phenyl-2-propene-1-one and 6.6 g (0.43 mol) of ethyl hydrazinoacetate hydrochloride were reacted in 55 mL of absolute methanol under nitrogen. After 11/2 hours, 11.2 g of solid product was filtered off, mp 81°-84° C. The reactants are CN(C)C=O, FC(F)(F)c1cnc(Cl)c(Cl)c1, [H-], [H][H], [Na+], Oc1ccc(O)cc1. Product: Oc1ccc(Oc2ncc(C(F)(F)F)cc2Cl)cc1. As a reaction SMILES: [CH3:25][N:26]([CH3:27])[CH:28]=[O:29].[Cl:13][c:14]1[n:15][cH:16][c:17]([C:21]([F:22])([F:23])[F:24])[cH:18][c:19]1[Cl:20].[H-:9].[H:11][H:12].[Na+:10].[OH:1][c:2]1[cH:3][cH:4][c:5]([OH:6])[cH:7][cH:8]1>>[O:1]([c:2]1[cH:3][cH:4][c:5]([OH:6])[cH:7][cH:8]1)[c:14]1[n:15][cH:16][c:17]([C:21]([F:22])([F:23])[F:24])[cH:18][c:19]1[Cl:20].